Task: describe an organic reaction: reactants, conditions, products, and yield. Dataset: the Open Reaction Database (ORD), a public repository of structured organic reaction records Starting materials: BrC1=CC(=C(C(=O)OC)C=C1)CN1N=C(N(C1=O)CC(C(F)(F)F)O)C1=CC=C(C=C1)Cl (Methyl 4-bromo-2-{[3-(4-chlorophenyl)-5-oxo-4-(3,3,3-trifluoro-2-hydroxypropyl)-4,5-dihydro-1H-1,2,4-triazol-1-yl]methyl}benzoate), FC(C1=C(C=CC=C1)B(O)O)(F)F (2-(trifluoromethyl)phenylboronic acid). Product: ClC1=CC=C(C=C1)C1=NN(C(N1CC(C(F)(F)F)O)=O)CC=1C=C(C=CC1C(=O)OC)C1=C(C=CC=C1)C(F)(F)F (Methyl 3-{[3-(4-chlorophenyl)-5-oxo-4-(3,3,3-trifluoro-2-hydroxypropyl)-4,5-dihydro-1H-1,2,4-triazol-1-yl]methyl}-2′-(trifluoromethyl)biphenyl-4-carboxylate). As a reaction SMILES: Br[C:2]1[CH:11]=[CH:10][C:5]([C:6]([O:8][CH3:9])=[O:7])=[C:4]([CH2:12][N:13]2[C:17](=[O:18])[N:16]([CH2:19][CH:20]([OH:25])[C:21]([F:24])([F:23])[F:22])[C:15]([C:26]3[CH:31]=[CH:30][C:29]([Cl:32])=[CH:28][CH:27]=3)=[N:14]2)[CH:3]=1.[F:33][C:34]([F:45])([F:44])[C:35]1[CH:40]=[CH:39][CH:38]=[CH:37][C:36]=1B(O)O>>[Cl:32][C:29]1[CH:30]=[CH:31][C:26]([C:15]2[N:16]([CH2:19][CH:20]([OH:25])[C:21]([F:24])([F:22])[F:23])[C:17](=[O:18])[N:13]([CH2:12][C:4]3[CH:3]=[C:2]([C:36]4[CH:37]=[CH:38][CH:39]=[CH:40][C:35]=4[C:34]([F:45])([F:44])[F:33])[CH:11]=[CH:10][C:5]=3[C:6]([O:8][CH3:9])=[O:7])[N:14]=2)=[CH:27][CH:28]=1. Reported procedure: Analogously to the preparation of Example 122, 265 mg (0.50 mmol) of the compound from Example 104A were reacted with 149 mg (0.74 mmol) of 2-(trifluoromethyl)phenylboronic acid. This gave 113 mg (38% of theory) of the target compound of a purity of 100% and 101 mg (28% of theory) of a purity of 81%.